From a dataset of the Open Reaction Database (ORD), a public repository of structured organic reaction records. describe an organic reaction: reactants, conditions, products, and yield The reactants are O (water), [F-].[K+] (Potassium fluoride), IC (iodomethane), [Si](C)(C)(C(C)(C)C)OC=1C(=C(C=O)C=C(C1)F)F (3-tert-butyldimethylsilyloxy-2,5-difluorobenzaldehyde). Run in CN(C)C=O (DMF). Reaction conditions: time 5 hour. Yields the product FC1=C(C=O)C=C(C=C1OC)F (2,5-Difluoro-3-methoxybezaldehyde). Yield: 74.4%. RXN SMILES: [F-].[K+].I[CH3:4].[Si]([O:12][C:13]1[C:14]([F:22])=[C:15]([CH:18]=[C:19]([F:21])[CH:20]=1)[CH:16]=[O:17])(C(C)(C)C)(C)C.O>CN(C=O)C>[F:22][C:14]1[C:13]([O:12][CH3:4])=[CH:20][C:19]([F:21])=[CH:18][C:15]=1[CH:16]=[O:17] |f:0.1|. Procedure: Potassium fluoride (7.79 g, 134 mmol) and iodomethane (4.98 ml, 80 mmol) were added to a stirred solution of 3-tert-butyldimethylsilyloxy-2,5-difluorobenzaldehyde (19.45 g, 67 mmol) in DMF (100 ml) at room temperature. After 5 hr, the mixture was poured into water (100 ml) and extracted with ethyl acetate (200 ml). The extract was washed with water (100 ml), brine (100 ml), dried (magnesium sulfate) and evaporated. The residue was purified by column chromatography (silica gel) eluting with ethyl... The reactants are [Na] (sodium), O1CCCC=C1 (dihydropyran), C1(=CC=C(C=C1)S(=O)(=O)O)C (p-toluenesulfonic acid), OC1=CC=C(C=CC(=O)OCC)C=C1 (ethyl 4-hydroxycinnamate). Run in C(C)OCC (diethyl ether). Conditions: time 2 hour. The product is O1C(CCCC1)OC1=CC=C(C=CC(=O)OCC)C=C1 (ethyl 4-(2-tetrahydropyranyloxy)cinnamate). As a reaction SMILES: [OH:1][C:2]1[CH:14]=[CH:13][C:5]([CH:6]=[CH:7][C:8]([O:10][CH2:11][CH3:12])=[O:9])=[CH:4][CH:3]=1.[O:15]1[CH:20]=[CH:19][CH2:18][CH2:17][CH2:16]1.C1(C)C=CC(S(O)(=O)=O)=CC=1.[Na]>C(OCC)C>[O:15]1[CH2:20][CH2:19][CH2:18][CH2:17][CH:16]1[O:1][C:2]1[CH:3]=[CH:4][C:5]([CH:6]=[CH:7][C:8]([O:10][CH2:11][CH3:12])=[O:9])=[CH:13][CH:14]=1 |^1:31|. Reported procedure: To 30 ml of anhydrous diethyl ether solution containing 5 g of ethyl 4-hydroxycinnamate was added 7.1 ml of dihydropyran and 50 mg of p-toluenesulfonic acid were added, the mixture was stirred at room temperature for 2 hours. Then the reaction mixture was neutralized with 1%-sodium hydroxude solution, washed with water, and dried with anhydrous sodium sulfate. The solvent was removed by evaporation to yield 6.8 g of ethyl 4-(2-tetrahydropyranyloxy)cinnamate. Colorless indefinite form crystatls. ...